This data is from the Open Reaction Database (ORD), a public repository of structured organic reaction records. The task is: describe an organic reaction: reactants, conditions, products, and yield Reactants: ClC=1C=C2C=C(NC2=CC1Cl)CC(F)(F)F (5,6-Dichloro-2-(2,2,2-trifluoro-ethyl)-1H-indole), [H-].[Na+] (NaH), ClC1=CC=CC=2N(C(=NC21)CC(F)(F)F)Cl (dichloro-2-(2,2,2-trifluoro-ethyl)-1H-benzoimidazole), BrCC1=CC=C(C=C1)C#N (α-bromo-p-tolunitrile), [NH4+].[Cl-] (NH4Cl). Solvent: CN(C)C=O (DMF). Conditions: temperature 0 celsius, time 0.5 hour. The product is EtOAc hexanes, ClC1=CC2=C(N(C(=N2)CC(F)(F)F)CC2=CC=C(C#N)C=C2)C=C1Cl (4-[5,6-Dichloro-2-(2,2,2-trifluoro-ethyl)-benzoimidazol-1-ylmethyl]-benzonitrile). The yield is 0.0%. As a reaction SMILES: [H-].[Na+].ClC1C2N=C(CC(F)(F)F)[N:9](Cl)C=2C=CC=1.[Cl:19][C:20]1[CH:21]=[C:22]2[C:26](=[CH:27][C:28]=1[Cl:29])[NH:25][C:24]([CH2:30][C:31]([F:34])([F:33])[F:32])=C2.Br[CH2:36][C:37]1[CH:42]=[CH:41][C:40]([C:43]#[N:44])=[CH:39][CH:38]=1.[NH4+].[Cl-]>CN(C=O)C>[Cl:29][C:28]1[C:20]([Cl:19])=[CH:21][C:22]2[N:9]([CH2:36][C:37]3[CH:42]=[CH:41][C:40]([C:43]#[N:44])=[CH:39][CH:38]=3)[C:24]([CH2:30][C:31]([F:32])([F:33])[F:34])=[N:25][C:26]=2[CH:27]=1 |f:0.1,5.6|. Procedure: NaH (60%) (60 mg, 1.5 mmol) was added into a solution of dichloro-2-(2,2,2-trifluoro-ethyl)-1H-benzoimidazole. 5,6-Dichloro-2-(2,2,2-trifluoro-ethyl)-1H-indole (269 mg, 1 mmol) in DMF (5 ml) at 0° C. The resulting mixture was stirred at 0° C. for half hour. α-bromo-p-tolunitrile (294 mg, 1.5 mmol) was then added to the reaction mixture at 0° C. The reaction temperature was raised to 25° C. and then the reaction mixture was stirred for 18 hours. NH4Cl (aq.) was added and extracted with EtOAc. The...